Dataset: the Open Reaction Database (ORD), a public repository of structured organic reaction records. Task: describe an organic reaction: reactants, conditions, products, and yield Reactants: N1C(CCCC1)=O (piperidin-2-one), BrC1=CC(=C(C(=C1)F)C(=O)N1CCN(CC1)C1=NC=C(C=C1C)C)F ((4-bromo-2,6-difluorophenyl)[4-(3,5-dimethylpyridin-2-yl)piperazin-1-yl]methanone). Yields the product CC=1C(=NC=C(C1)C)N1CCN(CC1)C(=O)C1=C(C=C(C=C1F)N1C(CCCC1)=O)F (1-{4-[4-(3,5-dimethylpyridin-2-yl)piperazine-1-carbonyl]-3,5-difluorophenyl}piperidin-2-one). Isolated yield 48.4%. Reaction SMILES: [NH:1]1[CH2:6][CH2:5][CH2:4][CH2:3][C:2]1=[O:7].Br[C:9]1[CH:14]=[C:13]([F:15])[C:12]([C:16]([N:18]2[CH2:23][CH2:22][N:21]([C:24]3[C:29]([CH3:30])=[CH:28][C:27]([CH3:31])=[CH:26][N:25]=3)[CH2:20][CH2:19]2)=[O:17])=[C:11]([F:32])[CH:10]=1>>[CH3:30][C:29]1[C:24]([N:21]2[CH2:22][CH2:23][N:18]([C:16]([C:12]3[C:13]([F:15])=[CH:14][C:9]([N:1]4[CH2:6][CH2:5][CH2:4][CH2:3][C:2]4=[O:7])=[CH:10][C:11]=3[F:32])=[O:17])[CH2:19][CH2:20]2)=[N:25][CH:26]=[C:27]([CH3:31])[CH:28]=1. Procedure details: Using piperidin-2-one (51 mg) and (4-bromo-2,6-difluorophenyl)[4-(3,5-dimethylpyridin-2-yl)piperazin-1-yl]methanone (200 mg) described in Preparation Example 111 and by the reaction and treatment in the same manner as in Example 1, the title compound (101 mg) was obtained.